Dataset: the Open Reaction Database (ORD), a public repository of structured organic reaction records. Task: describe an organic reaction: reactants, conditions, products, and yield Reactants: NC1=C(C=O)C(=CC(=N1)C)C (2-amino-4,6-dimethylnicotinaldehyde), [N+](=O)([O-])CC(=O)OCC (ethyl nitroacetate), N1CCCCC1 (piperidine). The solvent is petroleum ether, C(C)O (ethanol). The product is [N+](=O)([O-])C=1C(NC2=NC(=CC(=C2C1)C)C)=O (3-nitro-5,7-dimethyl-1,8-naphthyridin-2(1H)-one). As a reaction SMILES: [NH2:1][C:2]1[N:9]=[C:8]([CH3:10])[CH:7]=[C:6]([CH3:11])[C:3]=1[CH:4]=O.[N+:12]([CH2:15][C:16](OCC)=[O:17])([O-:14])=[O:13].N1CCCCC1>C(O)C>[N+:12]([C:15]1[C:16](=[O:17])[NH:1][C:2]2[C:3]([CH:4]=1)=[C:6]([CH3:11])[CH:7]=[C:8]([CH3:10])[N:9]=2)([O-:14])=[O:13]. Procedure details: A mixture of 2-amino-4,6-dimethylnicotinaldehyde (2.40 g., 16 mmole), ethyl nitroacetate (5.12 g., 32 mmole), piperidine (336 mg., 4 mmole) and ethanol (4 ml.) is heated under reflux with stirring for an hour. The mixture then is cooled, treated with petroleum ether, the solid removed by filtration and recrystallized from methanol yielding 1.55 g. (44%) of product, m.p. 270°-272° C. (dec.). Following recrystallization from the same solvent the product melts at 272°- 274° C. (dec.). Reactants: CCCCCC, CN1CCC(N2CCN(C(=O)Nc3cc(Oc4ccc(N)cc4)ccn3)CC2)CC1, C1CCOC1, O=C=NC(=O)Cc1ccccc1. The product is CN1CCC(N2CCN(C(=O)Nc3cc(Oc4ccc(NC(=O)NC(=O)Cc5ccccc5)cc4)ccn3)CC2)CC1. RXN SMILES: [CH3:48][CH2:49][CH2:50][CH2:51][CH2:52][CH3:53].[NH2:1][c:2]1[cH:3][cH:4][c:5]([O:6][c:7]2[cH:8][c:9]([NH:13][C:14](=[O:15])[N:16]3[CH2:17][CH2:18][N:19]([CH:22]4[CH2:23][CH2:24][N:25]([CH3:28])[CH2:26][CH2:27]4)[CH2:20][CH2:21]3)[n:10][cH:11][cH:12]2)[cH:29][cH:30]1.[O:43]1[CH2:44][CH2:45][CH2:46][CH2:47]1.[c:31]1([CH2:37][C:38](=[O:39])[N:40]=[C:41]=[O:42])[cH:32][cH:33][cH:34][cH:35][cH:36]1>>[NH:1]([c:2]1[cH:3][cH:4][c:5]([O:6][c:7]2[cH:8][c:9]([NH:13][C:14](=[O:15])[N:16]3[CH2:17][CH2:18][N:19]([CH:22]4[CH2:23][CH2:24][N:25]([CH3:28])[CH2:26][CH2:27]4)[CH2:20][CH2:21]3)[n:10][cH:11][cH:12]2)[cH:29][cH:30]1)[C:41]([NH:40][C:38]([CH2:37][c:31]1[cH:32][cH:33][cH:34][cH:35][cH:36]1)=[O:39])=[O:42].